Dataset: the Open Reaction Database (ORD), a public repository of structured organic reaction records. Task: describe an organic reaction: reactants, conditions, products, and yield Run at temperature 0 celsius, time 30 minute. The reactants are ice water, CC1(OC2=CC=C(C=C2C(C1)(C)C)C(=O)OCC)C (Ethyl 2,2,4,4-tetramethyl-6-chromanoate), OS(=O)(=O)O (H2SO4), [N+](=O)(O)[O-] (HNO3). Product: [N+](=O)([O-])C=1C=C(C=C2C(CC(OC12)(C)C)(C)C)C(=O)OCC (Ethyl 8-Nitro-2,2,4,4-tetramethyl-6-chromanoate). Reaction SMILES: [CH3:1][C:2]1([CH3:19])[CH2:11][C:10]([CH3:13])([CH3:12])[C:9]2[C:4](=[CH:5][CH:6]=[C:7]([C:14]([O:16][CH2:17][CH3:18])=[O:15])[CH:8]=2)[O:3]1.OS(O)(=O)=O.[N+:25]([O-])([OH:27])=[O:26]>>[N+:25]([C:5]1[CH:6]=[C:7]([C:14]([O:16][CH2:17][CH3:18])=[O:15])[CH:8]=[C:9]2[C:4]=1[O:3][C:2]([CH3:19])([CH3:1])[CH2:11][C:10]2([CH3:12])[CH3:13])([O-:27])=[O:26]. Procedure: Ethyl 2,2,4,4-tetramethyl-6-chromanoate (150 mg, 0.57 mmol) was slowly added to 0.3 ml of conc. H2SO4 at 0° C. To this mixture was added very slowly 0.03 ml of HNO3. The reaction mixture was stirred at 0° C. for 30 min and poured into ice-water. The product was extracted into 5 ml of ethyl acetate, washed with NaHCO3 (sat.), brine and dried over MgSO4. After concentration, the product was purified by column chromatography (ethyl acetate/hexane 1/10) to yield 74 mg of light-yellow oil. Reagents/catalysts: S(O)(O)(=O)=O (sulfuric acid). The product is C(C)(=O)OC1=CC=C(C2CO2)C=C1 (4-acetoxystyrene oxide). Solvent: C(Cl)(Cl)Cl (chloroform), C(C)(=O)O (acetic acid), O (water), O (water), C(Cl)(Cl)Cl (chloroform), C(C)(=O)O (acetic acid). Yield: 98.0%. Starting materials: ice, C(C)(=O)OC1=CC=C(C=C)C=C1 (4-acetoxystyrene), C(C)(=O)OO (peracetic acid), C(C)(=O)OO (peracetic acid), OO (hydrogen peroxide), S(O)(O)(=O)=O (sulfuric acid), C(C)(=O)[O-].[Na+] (sodium acetate), C(C)(=O)OO (peracetic acid), OO (hydrogen peroxide), S(O)(O)(=O)=O (sulfuric acid). Reported procedure: Commercially available peracetic acid (57 g) produced by the oxidation of acetic acid with hydrogen peroxide using sulfuric acid as catalyst, and containing about 35 wt % of peracetic acid, about 19 wt % of water, about 0.6 wt % of hydrogen peroxide, about 1 wt % of sulfuric acid, and the remainder acetic acid, is mixed with chloroform (250 ml) and transferred to a separatory funnel. The upper aqueous layer is discarded and the chloroform layer is dried over magnesium sulfate and filtered to yie... As a reaction SMILES: C(OO)(=[O:3])C.OO.S(=O)(=O)(O)O.[C:13]([O:16][C:17]1[CH:24]=[CH:23][C:20]([CH:21]=[CH2:22])=[CH:19][CH:18]=1)(=[O:15])[CH3:14].C([O-])(=O)C.[Na+]>S(=O)(=O)(O)O.C(Cl)(Cl)Cl.O.C(O)(=O)C>[C:13]([O:16][C:17]1[CH:24]=[CH:23][C:20]([CH:21]2[O:3][CH2:22]2)=[CH:19][CH:18]=1)(=[O:15])[CH3:14] |f:4.5|. Run at time 8 hour. Starting materials: CN1C(=O)NC(=O)C12Cc1ccccc1C2, O, O=[N+]([O-])O. Yields the product CN1C(=O)NC(=O)C12Cc1ccc([N+](=O)[O-])cc1C2. Reaction SMILES: [CH3:5][N:6]1[C:7](=[O:20])[NH:8][C:9](=[O:19])[C:10]12[CH2:11][c:12]1[cH:13][cH:14][cH:15][cH:16][c:17]1[CH2:18]2.[OH2:21].[OH:1][N+:2]([O-:3])=[O:4]>>[O-:1][N+:2](=[O:4])[c:14]1[cH:13][c:12]2[c:17]([cH:16][cH:15]1)[CH2:18][C:10]1([N:6]([CH3:5])[C:7](=[O:20])[NH:8][C:9]1=[O:19])[CH2:11]2. Starting materials: C(#N)C1=C(C=2N(N=C1)C=C(C2C)C(N)=S)NC2=CC=C(C=C2)OC2=CC=CC=C2 (3-Cyano-5-methyl-4-(4-phenoxy-phenylamino)pyrrolo [1,2-b]pyridazine-6-carbothioic Acid Amide), BrCC(=O)C1=CC=CC=C1 (2-bromoacetophenone). Solvent: CC(=O)C (acetone), hexanes. Reaction conditions: temperature 70 celsius. Yields the product hydrobromide salt, CC=1C(=CN2N=CC(=C(C21)NC2=CC=C(C=C2)OC2=CC=CC=C2)C#N)C=2SC=C(N2)C2=CC=CC=C2 (5-Methyl-4-(4-phenoxy-phenylamino)-6-(4-phenyl-thiazol-2-yl)-pyrrolo[1,2-b]pyridazine-3-carbonitrile). The yield is 80.6%. As a reaction SMILES: [C:1]([C:3]1[CH:8]=[N:7][N:6]2[CH:9]=[C:10]([C:13](=[S:15])[NH2:14])[C:11]([CH3:12])=[C:5]2[C:4]=1[NH:16][C:17]1[CH:22]=[CH:21][C:20]([O:23][C:24]2[CH:29]=[CH:28][CH:27]=[CH:26][CH:25]=2)=[CH:19][CH:18]=1)#[N:2].Br[CH2:31][C:32]([C:34]1[CH:39]=[CH:38][CH:37]=[CH:36][CH:35]=1)=O>CC(C)=O>[CH3:12][C:11]1[C:10]([C:13]2[S:15][CH:31]=[C:32]([C:34]3[CH:39]=[CH:38][CH:37]=[CH:36][CH:35]=3)[N:14]=2)=[CH:9][N:6]2[C:5]=1[C:4]([NH:16][C:17]1[CH:22]=[CH:21][C:20]([O:23][C:24]3[CH:29]=[CH:28][CH:27]=[CH:26][CH:25]=3)=[CH:19][CH:18]=1)=[C:3]([C:1]#[N:2])[CH:8]=[N:7]2. Procedure details: A mixture of 423A (15 mg, 0.037 mmol) and 2-bromoacetophenone (7.3 mg, 0.037 mmol) in acetone (3 ml) was heated at 70° C. for 1 h. Cooled to rt, hexanes (1 ml) was added, then the resulting mixture was cooled to −50° C., filtered, the solid was washed with hexanes to give the hydrobromide salt of 423 (14.9 mg, 69%) as a yellow powder. It has a retention time of 8.16 min (standard LC1 method, 8 min run). LCMS Found: (M+H)+=500.3 Starting materials: CNCC(=O)O[C@@H](CN1N(C(C(=C1C)C(NC1=CC(=C(C=C1)OC1=CC=NC2=CC(=CC=C12)OC)F)=O)=O)C1=CC=CC=C1)C ((R)-1-(4-(4-(7-methoxyquinolin-4-yloxy)-3-fluorophenylcarbamoyl)-2,3-dihydro-5-methyl-3-oxo-2-phenylpyrazol-1-yl)propan-2-yl 2-(methylamino)acetate), OP(=O)(O)O (H3PO4), oil. Product: P(O)(O)(O)=O.CNCC(=O)O[C@@H](CN1N(C(C(=C1C)C(NC1=CC(=C(C=C1)OC1=CC=NC2=CC(=CC=C12)OC)F)=O)=O)C1=CC=CC=C1)C ((R)-1-(4-(4-(7-methoxyquinolin-4-yloxy)-3-fluorophenylcarbamoyl)-2,3-dihydro-5-methyl-3-oxo-2-phenylpyrazol-1-yl)propan-2-yl 2-(methylamino)acetate phosphoric acid). RXN SMILES: [CH3:1][NH:2][CH2:3][C:4]([O:6][C@H:7]([CH3:45])[CH2:8][N:9]1[C:13]([CH3:14])=[C:12]([C:15](=[O:37])[NH:16][C:17]2[CH:22]=[CH:21][C:20]([O:23][C:24]3[C:33]4[C:28](=[CH:29][C:30]([O:34][CH3:35])=[CH:31][CH:32]=4)[N:27]=[CH:26][CH:25]=3)=[C:19]([F:36])[CH:18]=2)[C:11](=[O:38])[N:10]1[C:39]1[CH:44]=[CH:43][CH:42]=[CH:41][CH:40]=1)=[O:5].[OH:46][P:47]([OH:50])([OH:49])=[O:48]>>[P:47](=[O:46])([OH:50])([OH:49])[OH:48].[CH3:1][NH:2][CH2:3][C:4]([O:6][C@H:7]([CH3:45])[CH2:8][N:9]1[C:13]([CH3:14])=[C:12]([C:15](=[O:37])[NH:16][C:17]2[CH:22]=[CH:21][C:20]([O:23][C:24]3[C:33]4[C:28](=[CH:29][C:30]([O:34][CH3:35])=[CH:31][CH:32]=4)[N:27]=[CH:26][CH:25]=3)=[C:19]([F:36])[CH:18]=2)[C:11](=[O:38])[N:10]1[C:39]1[CH:40]=[CH:41][CH:42]=[CH:43][CH:44]=1)=[O:5] |f:2.3|. Procedure: The title compound was prepared according to the procedure described in Example 39 step 3 by using (R)-1-(4-(4-(7-methoxyquinolin-4-yloxy)-3-fluorophenylcarbamoyl)-2,3-dihydro-5-methyl-3-oxo-2-phenylpyrazol-1-yl)propan-2-yl 2-(methylamino)acetate (82.3 mg, 0.134 mmol) and a solution of 0.4 mL of 2N H3PO4. The title compound was abtained as yellow oil (82.3 mg, 86%). The reactants are CCN(Cc1cc(Br)ccc1OCc1ccccc1)c1ccc(C(N)=O)cn1, C1CCOC1, CCOC(C)=O, O=C(OC(=O)C(F)(F)F)C(F)(F)F, c1ccncc1. The product is CCN(Cc1cc(Br)ccc1OCc1ccccc1)c1ccc(C#N)cn1. Reaction SMILES: [Br:14][c:15]1[cH:16][cH:17][c:18]([O:34][CH2:35][c:36]2[cH:37][cH:38][cH:39][cH:40][cH:41]2)[c:19]([CH2:20][N:21]([CH2:22][CH3:23])[c:24]2[n:25][cH:26][c:27]([C:30](=[O:31])[NH2:32])[cH:28][cH:29]2)[cH:33]1.[CH2:48]1[O:49][CH2:50][CH2:51][CH2:52]1.[CH3:53][CH2:54][O:55][C:56](=[O:57])[CH3:58].[F:1][C:2]([F:3])([F:4])[C:5]([O:6][C:7](=[O:8])[C:9]([F:10])([F:11])[F:12])=[O:13].[cH:42]1[cH:43][cH:44][n:45][cH:46][cH:47]1>>[Br:14][c:15]1[cH:16][cH:17][c:18]([O:34][CH2:35][c:36]2[cH:37][cH:38][cH:39][cH:40][cH:41]2)[c:19]([CH2:20][N:21]([CH2:22][CH3:23])[c:24]2[n:25][cH:26][c:27]([C:30]#[N:32])[cH:28][cH:29]2)[cH:33]1. Reactants: CCC(C(=O)[O-])c1ccc(NC(=O)OC(C)(C)C)cc1, CO, [Na+], [OH-]. The product is CC(C)(C)OC(=O)Nc1ccc(CC(=O)O)cc1. Reaction SMILES: [CH2:1]([CH3:2])[CH:3]([C:4](=[O:5])[O-:6])[c:7]1[cH:8][cH:9][c:10]([NH:13][C:14](=[O:15])[O:16][C:17]([CH3:18])([CH3:19])[CH3:20])[cH:11][cH:12]1.[CH3:23][OH:24].[Na+:22].[OH-:21]>>[CH2:3]([C:4](=[O:5])[OH:6])[c:7]1[cH:8][cH:9][c:10]([NH:13][C:14](=[O:15])[O:16][C:17]([CH3:18])([CH3:19])[CH3:20])[cH:11][cH:12]1.